From a dataset of the Open Reaction Database (ORD), a public repository of structured organic reaction records. describe an organic reaction: reactants, conditions, products, and yield The reactants are C1(=CC=CC=C1)CCCOC1=CC=CC2=CC=CC=C12 (1-phenyl-3-(1-naphthalenyloxy)propane), BrN1C(CCC1=O)=O (N-bromosuccinimide). Reagents/catalysts: C(C1=CC=CC=C1)(=O)OOC(C1=CC=CC=C1)=O (benzoyl peroxide). Run in C(Cl)(Cl)(Cl)Cl (carbon tetrachloride). Reaction conditions: temperature 80 celsius. The product is BrC(CCOC1=CC=CC2=CC=CC=C12)C1=CC=CC=C1 (1-Bromo-1-phenyl-3-(1-naphthalenyloxy)propane). Yield: 100.4%. Reaction SMILES: [C:1]1([CH2:7][CH2:8][CH2:9][O:10][C:11]2[C:20]3[C:15](=[CH:16][CH:17]=[CH:18][CH:19]=3)[CH:14]=[CH:13][CH:12]=2)[CH:6]=[CH:5][CH:4]=[CH:3][CH:2]=1.[Br:21]N1C(=O)CCC1=O>C(OOC(=O)C1C=CC=CC=1)(=O)C1C=CC=CC=1.C(Cl)(Cl)(Cl)Cl>[Br:21][CH:7]([C:1]1[CH:6]=[CH:5][CH:4]=[CH:3][CH:2]=1)[CH2:8][CH2:9][O:10][C:11]1[C:20]2[C:15](=[CH:16][CH:17]=[CH:18][CH:19]=2)[CH:14]=[CH:13][CH:12]=1. Procedure: A mixture of 26.2 g (0.1 mol) of 1-phenyl-3-(1-naphthalenyloxy)propane, 17.8 g (0.1 mol) of N-bromosuccinimide, 120 ml of carbon tetrachloride and 250 mg of benzoyl peroxide was heated at 80° C. for four hours. The mixture was cooled and the precipitated solid was collected by vacuum filtration. The mother liquor was concentrated under vacuum to provide 34.26 g of a red oil. Starting materials: C=CCOC(=O)Nc1cc(Cl)cc(CN(C(=O)OC(C)(C)C)c2cc(N3CCOCC3)cc(CCc3nc(C)c(CC)s3)n2)c1, O=C(O)C(F)(F)F. The product is C=CCOC(=O)Nc1cc(Cl)cc(CNc2cc(N3CCOCC3)cc(CCc3nc(C)c(CC)s3)n2)c1. Reaction SMILES: [C:1]([O:2][C:3](=[O:4])[N:8]([CH2:9][c:10]1[cH:11][c:12]([Cl:23])[cH:13][c:14]([NH:16][C:17](=[O:18])[O:19][CH2:20][CH:21]=[CH2:22])[cH:15]1)[c:24]1[n:25][c:26]([CH2:36][CH2:37][c:38]2[s:39][c:40]([CH2:44][CH3:45])[c:41]([CH3:43])[n:42]2)[cH:27][c:28]([N:30]2[CH2:31][CH2:32][O:33][CH2:34][CH2:35]2)[cH:29]1)([CH3:5])([CH3:6])[CH3:7].[OH:46][C:47]([C:48]([F:49])([F:50])[F:51])=[O:52]>>[NH:8]([CH2:9][c:10]1[cH:11][c:12]([Cl:23])[cH:13][c:14]([NH:16][C:17](=[O:18])[O:19][CH2:20][CH:21]=[CH2:22])[cH:15]1)[c:24]1[n:25][c:26]([CH2:36][CH2:37][c:38]2[s:39][c:40]([CH2:44][CH3:45])[c:41]([CH3:43])[n:42]2)[cH:27][c:28]([N:30]2[CH2:31][CH2:32][O:33][CH2:34][CH2:35]2)[cH:29]1. Starting materials: NCC1CCC(N1)=O (5-Aminomethyl-pyrrolidin-2-one), IC=1C=C2C(C(NC(C2=CC1)=O)=O)=COC (6-iodo-4-methoxymethylene-4H-isoquinoline-1,3-dione). Solvent: CN(C=O)C (N,N-dimethylformamide). Reaction conditions: time 10 minute. Product: IC=1C=C2C(C(NC(C2=CC1)=O)=O)=CNCC1NC(CC1)=O (6-Iodo-4-{[(5-oxo-pyrrolidin-2-ylmethyl)-amino]-methylene}-4H-isoquinoline-1,3-dione). Isolated yield 58.2%. As a reaction SMILES: [NH2:1][CH2:2][CH:3]1[NH:7][C:6](=[O:8])[CH2:5][CH2:4]1.[I:9][C:10]1[CH:11]=[C:12]2[C:17](=[CH:18][CH:19]=1)[C:16](=[O:20])[NH:15][C:14](=[O:21])[C:13]2=[CH:22]OC>CN(C)C=O>[I:9][C:10]1[CH:11]=[C:12]2[C:17](=[CH:18][CH:19]=1)[C:16](=[O:20])[NH:15][C:14](=[O:21])[C:13]2=[CH:22][NH:1][CH2:2][CH:3]1[CH2:4][CH2:5][C:6](=[O:8])[NH:7]1. Procedure details: 5-Aminomethyl-pyrrolidin-2-one (140 mg, ˜80-90% pure, 1.04 mmol) is stirred with 6-iodo-4-methoxymethylene-4H-isoquinoline-1,3-dione (150 mg, 0.46 mmol) in N,N-dimethylformamide (5 mL) at room temperature. The suspension become clear in 10 minutes and further stirring gave a pale yellow precipitate. The precipitate is filtered and washed with MeOH, Et2O and dried to provide the title compound (110 mg, 58%). MS (ESI): 411.8 (M+1)+1.